Dataset: the Open Reaction Database (ORD), a public repository of structured organic reaction records. Task: describe an organic reaction: reactants, conditions, products, and yield Starting materials: FC=1C=C(C=O)C=CC1OC (3-fluoro-4-methoxy-benzaldehyde), C(=O)(OCC)CC=P(C1=CC=CC=C1)(C1=CC=CC=C1)C1=CC=CC=C1 (carbethoxyethylidene triphenylphosphorane). Solvent: C1CCOC1 (THF). Run at temperature 0 celsius, time 3 hour. Product: C(C)OC(\C(=C\C1=CC(=C(C=C1)OC)F)\C)=O ((E)-3-(3-fluoro-4-methoxy-phenyl)-2-methyl-acrylic acid ethyl ester). Isolated yield 99.5%. As a reaction SMILES: [F:1][C:2]1[CH:3]=[C:4]([CH:7]=[CH:8][C:9]=1[O:10][CH3:11])[CH:5]=O.[C:12]([CH2:17][CH:18]=P(C1C=CC=CC=1)(C1C=CC=CC=1)C1C=CC=CC=1)([O:14][CH2:15][CH3:16])=[O:13]>C1COCC1>[CH2:15]([O:14][C:12](=[O:13])/[C:17](/[CH3:18])=[CH:5]/[C:4]1[CH:7]=[CH:8][C:9]([O:10][CH3:11])=[C:2]([F:1])[CH:3]=1)[CH3:16]. Procedure details: After 3-fluoro-4-methoxy-benzaldehyde (0.50 g, 3.24 mmol) was dissolved in anhydrous THF (10 mL), carbethoxyethylidene triphenylphosphorane (1.75 g, 4.86 mmol) was added thereto at 0° C., and the mixture was stirred at room temperature for 3 hours. After the termination of the reaction, the reactant was concentrated under reduced pressure and purified by column chromatography (eluent, EtOAc/Hex=1/2) to obtain the title compound (0.768 g, 99%). Isolated yield 62.8%. The solvent is ClCCl (dichloromethane). Run at time 0.5 hour. Procedure details: Triphenyl phosphine (2.5 g) was added to a stirred solution of carbon tetrabromide (1.48 g) in dichloromethane maintaining the temperature at 0° C. The mixture was stirred for 0.5 hours and 2-chloro-4-(sulphenyl)-benzaldehyde (1.0 g) was added. The resultant mixture was stirred for 0.5 hours and poured into hexane. The resulting solid was filtered off and washed with ether. The combined filtrates were evaporated to dryness and the residue was purified by chromatrography eluted with hexane to giv... Yields the product BrC(=CC1=C(C=C(C=C1)SC)Cl)Br (1,1-dibromo-2-[2-chloro-4-(methylsulphenyl)phenyl]ethene). Reaction SMILES: [C:1]1(P(C2C=CC=CC=2)C2C=CC=CC=2)C=CC=CC=1.[C:20]([Br:24])(Br)(Br)[Br:21].[Cl:25][C:26]1[CH2:33][C:32](=[S:34])[CH:31]=[CH:30][C:27]=1[CH:28]=O.CCCCCC>ClCCl>[Br:21][C:20]([Br:24])=[CH:28][C:27]1[CH:30]=[CH:31][C:32]([S:34][CH3:1])=[CH:33][C:26]=1[Cl:25]. The reactants are resultant mixture, CCCCCC (hexane), C1(=CC=CC=C1)P(C1=CC=CC=C1)C1=CC=CC=C1 (Triphenyl phosphine), C(Br)(Br)(Br)Br (carbon tetrabromide), ClC1=C(C=O)C=CC(C1)=S (2-chloro-4-(sulphenyl)-benzaldehyde). Reactants: NCC(CO)O (3-amino-propan-1,2-diol), C1(CC1)C1=CC=C(C(=N1)C(=O)NC1=C(C(=O)O)C=CN=C1)NC=1C=NC=NC1 (3-{[6-cyclopropyl-3-(pyrimidin-5-ylamino)-pyridine-2-carbonyl]-amino}-isonicotinic acid). As a reaction SMILES: [NH2:1][CH2:2][CH:3]([OH:6])[CH2:4][OH:5].[CH:7]1([C:10]2[N:15]=[C:14]([C:16]([NH:18][C:19]3[CH:27]=[N:26][CH:25]=[CH:24][C:20]=3[C:21](O)=[O:22])=[O:17])[C:13]([NH:28][C:29]3[CH:30]=[N:31][CH:32]=[N:33][CH:34]=3)=[CH:12][CH:11]=2)[CH2:9][CH2:8]1>>[OH:6][CH:3]([CH2:4][OH:5])[CH2:2][NH:1][C:21]([C:20]1[CH:24]=[CH:25][N:26]=[CH:27][C:19]=1[NH:18][C:16]([C:14]1[C:13]([NH:28][C:29]2[CH:30]=[N:31][CH:32]=[N:33][CH:34]=2)=[CH:12][CH:11]=[C:10]([CH:7]2[CH2:9][CH2:8]2)[N:15]=1)=[O:17])=[O:22]. Isolated yield 33.0%. The product is OC(CNC(=O)C1=C(C=NC=C1)NC(=O)C1=NC(=CC=C1NC=1C=NC=NC1)C1CC1)CO (6-Cyclopropyl-3-(pyrimidin-5-ylamino)-pyridine-2-carboxylic acid [4-(2,3-dihydroxy-propylcarbamoyl)-pyridin-3-yl]-amide). Reported procedure: According to the general method described in step 3 of example 53, reaction of 3-amino-propan-1,2-diol with 3-{[6-cyclopropyl-3-(pyrimidin-5-ylamino)-pyridine-2-carbonyl]-amino}-isonicotinic acid provided the title compound (33%) as amorphous yellow solid. Reactants: O=C1CCC(=O)N1Br, ClCCl, OCCCc1cc(C(F)(F)F)ccc1Cl, c1ccc(P(c2ccccc2)c2ccccc2)cc1. Yields the product FC(F)(F)c1ccc(Cl)c(CCCBr)c1. As a reaction SMILES: [Br:35][N:36]1[C:37](=[O:38])[CH2:39][CH2:40][C:41]1=[O:42].[CH2:43]([Cl:44])[Cl:45].[Cl:1][c:2]1[c:3]([CH2:12][CH2:13][CH2:14][OH:15])[cH:4][c:5]([C:8]([F:9])([F:10])[F:11])[cH:6][cH:7]1.[c:16]1([P:17]([c:18]2[cH:19][cH:20][cH:21][cH:22][cH:23]2)[c:24]2[cH:25][cH:26][cH:27][cH:28][cH:29]2)[cH:30][cH:31][cH:32][cH:33][cH:34]1>>[Cl:1][c:2]1[c:3]([CH2:12][CH2:13][CH2:14][Br:35])[cH:4][c:5]([C:8]([F:9])([F:10])[F:11])[cH:6][cH:7]1. Starting materials: BrC=1C=C2C(=CC1)OC(C[C@@]21N=C(OCC1(F)F)N)C1=CC=CC=C1 ((2RS,4R)-6-bromo-5′,5′-difluoro-2-phenyl-5′,6′-dihydrospiro[chroman-4,4′-[1,3]oxazin]-2′-amine), ClC=1C=C(C=C(C1)Cl)B(O)O (3,5-dichlorophenylboronic acid). Yields the product ClC=1C=C(C=C(C1)Cl)C=1C=C2C(=CC1)OC(C[C@@]21N=C(OCC1(F)F)N)C1=CC=CC=C1 ((2RS,4R)-6-(3,5-dichlorophenyl)-5′,5′-difluoro-2-phenyl-5′,6′-dihydrospiro[chroman-4,4′-[1,3]oxazin]-2′-amine). Isolated yield 17.0%. As a reaction SMILES: Br[C:2]1[CH:3]=[C:4]2[C@@:11]3([C:16]([F:18])([F:17])[CH2:15][O:14][C:13]([NH2:19])=[N:12]3)[CH2:10][CH:9]([C:20]3[CH:25]=[CH:24][CH:23]=[CH:22][CH:21]=3)[O:8][C:5]2=[CH:6][CH:7]=1.[Cl:26][C:27]1[CH:28]=[C:29](B(O)O)[CH:30]=[C:31]([Cl:33])[CH:32]=1>>[Cl:26][C:27]1[CH:28]=[C:29]([C:2]2[CH:3]=[C:4]3[C@@:11]4([C:16]([F:18])([F:17])[CH2:15][O:14][C:13]([NH2:19])=[N:12]4)[CH2:10][CH:9]([C:20]4[CH:25]=[CH:24][CH:23]=[CH:22][CH:21]=4)[O:8][C:5]3=[CH:6][CH:7]=2)[CH:30]=[C:31]([Cl:33])[CH:32]=1. Reported procedure: In a manner analogous to that described in Example 19, the cross coupling reaction of (2RS,4R)-6-bromo-5′,5′-difluoro-2-phenyl-5′,6′-dihydrospiro[chroman-4,4′-[1,3]oxazin]-2′-amine (intermediate B6.3) with 3,5-dichlorophenylboronic acid yielded the title compound (17% yield) as a white solid. MS (ISP): m/z=475.0 [M+H]+. The reactants are CC(C)(C)OC(=O)N1CC=C(c2ccc(N)nc2)C1, CO. The product is CC(C)(C)OC(=O)N1CCC(c2ccc(N)nc2)C1. RXN SMILES: [C:1]([CH3:2])([CH3:3])([CH3:4])[O:5][C:6](=[O:7])[N:8]1[CH2:9][C:10]([c:13]2[cH:14][n:15][c:16]([NH2:19])[cH:17][cH:18]2)=[CH:11][CH2:12]1.[CH3:20][OH:21]>>[C:1]([CH3:2])([CH3:3])([CH3:4])[O:5][C:6](=[O:7])[N:8]1[CH2:9][CH:10]([c:13]2[cH:14][n:15][c:16]([NH2:19])[cH:17][cH:18]2)[CH2:11][CH2:12]1. Starting materials: O.NN (hydrazine hydrate), C1(C=2C(C(N1CC1=C(C=C(C#N)C=C1)OC)=O)=CC=CC2)=O (4-phthalimidomethyl-3-methoxybenzonitrile), Cl (HCl). The solvent is C1CCOC1 (THF), CC(C)(C)OC (MTBE). Run at time 20 hour. Product: NCC1=C(C=C(C#N)C=C1)OC (4-Aminomethyl-3-methoxybenzonitrile). Isolated yield 67.6%. Reaction SMILES: O.NN.C1(=O)[N:8]([CH2:9][C:10]2[CH:17]=[CH:16][C:13]([C:14]#[N:15])=[CH:12][C:11]=2[O:18][CH3:19])C(=O)C2=CC=CC=C12.Cl>C1COCC1.CC(OC)(C)C>[NH2:8][CH2:9][C:10]1[CH:17]=[CH:16][C:13]([C:14]#[N:15])=[CH:12][C:11]=1[O:18][CH3:19] |f:0.1|. Procedure details: 10.6 ml of hydrazine hydrate were added to 21.2 g (73 mmol) of 4-phthalimidomethyl-3-methoxybenzonitrile dissolved in 290 ml of THF, and the mixture was stirred at room temperature for 20 h. Then 180 ml of 2H [sic] HCl were added dropwise and, after 1.5 h, the solvent was completely stripped off. The residue was taken up in MTBE, extracted with 1N HCl, adjusted to pH 9-10 with 2N NaOH and extracted with methylene chloride. 8.0 g (68%) of product were obtained. 1H-NMR (DMSO-d6 ; δ in ppm): 7.55 (... Yields the product CON(C)C(=O)c1cnc(NC(=O)N(C2CCCCC2)C2CCCCC2)s1. Reactants: CNOC, O=C(O)c1cnc(NC(=O)N(C2CCCCC2)C2CCCCC2)s1. Reaction SMILES: [CH3:25][O:26][NH:27][CH3:28].[CH:1]1([N:7]([C:8]([NH:9][c:10]2[s:11][c:12]([C:15](=[O:16])[OH:17])[cH:13][n:14]2)=[O:18])[CH:19]2[CH2:20][CH2:21][CH2:22][CH2:23][CH2:24]2)[CH2:2][CH2:3][CH2:4][CH2:5][CH2:6]1>>[CH:1]1([N:7]([C:8]([NH:9][c:10]2[s:11][c:12]([C:15](=[O:17])[N:27]([O:26][CH3:25])[CH3:28])[cH:13][n:14]2)=[O:18])[CH:19]2[CH2:20][CH2:21][CH2:22][CH2:23][CH2:24]2)[CH2:2][CH2:3][CH2:4][CH2:5][CH2:6]1. The reactants are O, Cc1cc(-n2nc3cc(Cl)ccc3[n+]2[O-])c(O)c(C(C)(C)C)c1, O=S(=O)(O)O. As a reaction SMILES: [OH2:29].[OH:1][c:2]1[c:3](-[n:13]2[n:14][c:15]3[c:16]([n+:17]2[O-:18])[cH:19][cH:20][c:21]([Cl:23])[cH:22]3)[cH:4][c:5]([CH3:12])[cH:6][c:7]1[C:8]([CH3:9])([CH3:10])[CH3:11].[S:24](=[O:25])(=[O:26])([OH:27])[OH:28]>>[OH:1][c:2]1[c:3](-[n:13]2[n:14][c:15]3[c:16]([n:17]2)[cH:19][cH:20][c:21]([Cl:23])[cH:22]3)[cH:4][c:5]([CH3:12])[cH:6][c:7]1[C:8]([CH3:9])([CH3:10])[CH3:11]. Product: Cc1cc(-n2nc3ccc(Cl)cc3n2)c(O)c(C(C)(C)C)c1. The reactants are [N+](=O)([O-])C1=CC=C(COC(=O)N2[C@@H](C[C@@H](C2)SC(C)=O)COC(=O)NC(C(Cl)(Cl)Cl)=O)C=C1 ((2S,4S)-1-(p-Nitrobenzyloxycarbonyl)-2-trichloroacetylaminocarbonyloxymethyl-4-acetylthiopyrrolidine), [OH-].[Na+] (sodium hydroxide). The solvent is CO (methanol). Run at time 40 minute. Product: [N+](=O)([O-])C1=CC=C(COC(=O)N2[C@@H](C[C@@H](C2)S)COC(=O)N)C=C1 ((2S,4S)-1-(p-nitrobenzyloxycarbonyl)-2-aminocarbonyloxymethyl-4-mercaptopyrrolidine). RXN SMILES: [N+:1]([C:4]1[CH:33]=[CH:32][C:7]([CH2:8][O:9][C:10]([N:12]2[CH2:16][C@@H:15]([S:17]C(=O)C)[CH2:14][C@H:13]2[CH2:21][O:22][C:23]([NH:25]C(=O)C(Cl)(Cl)Cl)=[O:24])=[O:11])=[CH:6][CH:5]=1)([O-:3])=[O:2].[OH-].[Na+]>CO>[N+:1]([C:4]1[CH:5]=[CH:6][C:7]([CH2:8][O:9][C:10]([N:12]2[CH2:16][C@@H:15]([SH:17])[CH2:14][C@H:13]2[CH2:21][O:22][C:23]([NH2:25])=[O:24])=[O:11])=[CH:32][CH:33]=1)([O-:3])=[O:2] |f:1.2|. Reported procedure: (2S,4S)-1-(p-Nitrobenzyloxycarbonyl)-2-trichloroacetylaminocarbonyloxymethyl-4-acetylthiopyrrolidine (121 mg) was dissolved in 5.8 ml of methanol. To the solution was added 0.45 ml of 1N sodium hydroxide solution under ice-cooling in a nitrogen stream, followed by stirring at the same temperature for 40 minutes. After neutralization by 1.45 ml of 1N hydrochloric acid, the mixture was distilled to remove methanol. The residue was diluted with methylene chloride, washed with water, dried over anhy...